This data is from the Open Reaction Database (ORD), a public repository of structured organic reaction records. The task is: describe an organic reaction: reactants, conditions, products, and yield The reactants are ClC1=C(C#N)C=C(C=C1)[N+](=O)[O-] (2-chloro-5-nitrobenzonitrile), N(CCO)CCO (diethanolamine). Yields the product NC=1C=CC(=C(C#N)C1)N(CCO)CCO (5-amino-2-[N,N-bis(2-hydroxyethyl)amino]benzonitrile). The yield is 77.7%. RXN SMILES: Cl[C:2]1[CH:9]=[CH:8][C:7]([N+:10]([O-])=O)=[CH:6][C:3]=1[C:4]#[N:5].[NH:13]([CH2:17][CH2:18][OH:19])[CH2:14][CH2:15][OH:16]>>[NH2:10][C:7]1[CH:8]=[CH:9][C:2]([N:13]([CH2:17][CH2:18][OH:19])[CH2:14][CH2:15][OH:16])=[C:3]([CH:6]=1)[C:4]#[N:5]. Procedure details: By the reaction and treatment in the same manner as in Starting Material Synthetic Example 4 using 2-chloro-5-nitrobenzonitrile (25.5 g) and diethanolamine (102 g), the title compound (24 g) was obtained. melting point: 38° C. The solvent is O1CCOCC1 (dioxan), C(C)O (ethanol). Product: [N+](=O)([O-])C1=CC=C(O1)C1=NN=C2N1NC(C(=C2)N)=CNC=2C=NC(=NC2)C (3-(5-Nitro-2-furyl)-6-(2-methyl-5-pyrimidinylamino-methylene)-amino-s-triazolo[4,3-b]pyridazine). Reaction SMILES: [N+](C1O[C:7]([C:9]2[N:13]3NC(=COCC)[C:16]([NH2:18])=[CH:17][C:12]3=NN=2)=CC=1)([O-])=O.NO.Cl.NO.[Na].[N+:29]([C:32]1[O:36][C:35]([C:37]2[N:41]3[NH:42][C:43](=[CH:47][NH:48]O)[C:44]([NH2:46])=[CH:45][C:40]3=[N:39][N:38]=2)=[CH:34][CH:33]=1)([O-:31])=[O:30]>C(O)C.O1CCOCC1>[N+:29]([C:32]1[O:36][C:35]([C:37]2[N:41]3[NH:42][C:43](=[CH:47][NH:48][C:17]4[CH:16]=[N:18][C:9]([CH3:7])=[N:13][CH:12]=4)[C:44]([NH2:46])=[CH:45][C:40]3=[N:39][N:38]=2)=[CH:34][CH:33]=1)([O-:31])=[O:30] |f:2.3,^1:27|. Procedure: In an analogous manner, from 0.6 g. 3-(5-nitro-2-furyl)-6-(ethoxy-methylene)-amino-s-triazolo[4,3-b]pyridazine in 12 ml. anhydrous dioxan and an ethanolic solution of hydroxylamine (prepared from 0.6 g. hydroxylamine hydrochloride in 15 ml. absolute ethanol by adding 0.14 g. sodium, dissolved in 5 ml. absolute ethanol, and filtering off with suction the precipitated sodium chloride) at 50° - 60°C., there was obtained, after a reaction period of 15 minutes and cooling of the reaction mixture, 0.5... The reactants are NO (hydroxylamine), [N+](=O)([O-])C1=CC=C(O1)C1=NN=C2N1NC(C(=C2)N)=COCC (3-(5-nitro-2-furyl)-6-(ethoxy-methylene)-amino-s-triazolo[4,3-b]pyridazine), [Na] (sodium), [N+](=O)([O-])C1=CC=C(O1)C1=NN=C2N1NC(C(=C2)N)=CNO (3-(5-nitro-2-furyl)-6-(hydroxylaminomethylene)-amino-s-triazolo[4,3-b]pyridazine), Cl.NO (hydroxylamine hydrochloride). The reactants are C1(=CC=CC=C1)P(=C(C)C(=O)OCC)(C1=CC=CC=C1)C1=CC=CC=C1 (triphenyl(1[ethoxycarbonyl]ethylidene)phosphorane), [N+](=O)([O-])C=1C=C(C=O)C=CC1 (3-nitrobenzaldehyde). The solvent is C1=CC=CC=C1 (benzene). The product is CC(C(=O)OCC)=CC1=CC(=CC=C1)[N+](=O)[O-] (Ethyl 2-Methyl-3-(3-Nitrophenyl)propenoate). As a reaction SMILES: C1(P(C2C=CC=CC=2)(C2C=CC=CC=2)=[C:8]([C:10]([O:12][CH2:13][CH3:14])=[O:11])[CH3:9])C=CC=CC=1.[N+:27]([C:30]1[CH:31]=[C:32]([CH:35]=[CH:36][CH:37]=1)[CH:33]=O)([O-:29])=[O:28]>C1C=CC=CC=1>[CH3:9][C:8](=[CH:33][C:32]1[CH:35]=[CH:36][CH:37]=[C:30]([N+:27]([O-:29])=[O:28])[CH:31]=1)[C:10]([O:12][CH2:13][CH3:14])=[O:11]. Reported procedure: To a stirred slurry of 79.8 g. of triphenyl(1[ethoxycarbonyl]ethylidene)phosphorane in 300 ml. of benzene was added 30.2 g. of 3-nitrobenzaldehyde and the resulting mixture was heated under reflux overnight. The reaction mixture was cooled and the solvent was removed by evaporation in vacuo. The residue was extracted with 300 ml. of isopropyl ether. The isopropyl ether solution was filtered, and the filtrate was evaporated in vacuo. The residue was distilled under reduced pressure, giving 37.6 g... Starting materials: CCN=C=S, Nc1cc(F)c(F)cc1S(N)(=O)=O. Yields the product CCNC1=NS(=O)(=O)c2cc(F)c(F)cc2N1. RXN SMILES: [CH2:14]([CH3:15])[N:16]=[C:17]=[S:18].[NH2:1][c:2]1[c:3]([S:10](=[O:11])(=[O:12])[NH2:13])[cH:4][c:5]([F:9])[c:6]([F:8])[cH:7]1>>[NH:1]1[c:2]2[c:3]([cH:4][c:5]([F:9])[c:6]([F:8])[cH:7]2)[S:10](=[O:11])(=[O:12])[N:13]=[C:17]1[NH:16][CH2:14][CH3:15]. Reactants: CSC(=C[N+](=O)[O-])S(C)=O, CO, CCOc1cccnc1CSCCN. Yields the product CCOc1cccnc1CSCCNC(=C[N+](=O)[O-])SC. As a reaction SMILES: [CH3:15][S:16][C:17](=[CH:18][N+:19](=[O:20])[O-:21])[S:22]([CH3:23])=[O:24].[CH3:25][OH:26].[NH2:1][CH2:2][CH2:3][S:4][CH2:5][c:6]1[n:7][cH:8][cH:9][cH:10][c:11]1[O:12][CH2:13][CH3:14]>>[NH:1]([CH2:2][CH2:3][S:4][CH2:5][c:6]1[n:7][cH:8][cH:9][cH:10][c:11]1[O:12][CH2:13][CH3:14])[C:17]([S:16][CH3:15])=[CH:18][N+:19](=[O:20])[O-:21]. Starting materials: 25, ClC=1C=CC(=C(C1)CO)[N+](=O)[O-] (5-chloro-2-nitrobenzenemethanol), O1CCCC=C1 (dihydro-2H-pyran), CC1=CC=C(C=C1)S(=O)(=O)O (4-methylbenzenesulfonic acid), C([O-])([O-])=O.[Na+].[Na+] (sodium carbonate). The solvent is ClCCl (dichloromethane). Reaction conditions: time 2 hour. The product is 36, ClC=1C=CC(=C(C1)COC1OCCCC1)[N+](=O)[O-] (2-[(5-chloro-2-nitrophenyl)methoxy]tetrahydro-2H-pyran). Isolated yield 99.6%. RXN SMILES: [Cl:1][C:2]1[CH:3]=[CH:4][C:5]([N+:10]([O-:12])=[O:11])=[C:6]([CH2:8][OH:9])[CH:7]=1.[O:13]1[CH:18]=[CH:17][CH2:16][CH2:15][CH2:14]1.CC1C=CC(S(O)(=O)=O)=CC=1.C(=O)([O-])[O-].[Na+].[Na+]>ClCCl>[Cl:1][C:2]1[CH:3]=[CH:4][C:5]([N+:10]([O-:12])=[O:11])=[C:6]([CH2:8][O:9][CH:14]2[CH2:15][CH2:16][CH2:17][CH2:18][O:13]2)[CH:7]=1 |f:3.4.5|. Procedure: A mixture of 25 parts of 5-chloro-2-nitrobenzenemethanol, 13.3 parts of dihydro-2H-pyran, 300 parts of dichloromethane and 0.28 parts of 4-methylbenzenesulfonic acid was stirred for 2 hours at reflux temperature. After cooling, the reaction mixture was neutralized with sodium carbonate and stirred for 10 min. The whole was filtered and the filtrate was evaporated. The residue was co-evaporated with methylbenzene and then purified by columns chromatography (silica gel; CHCl3). The eluent of the d...